This data is from the Open Reaction Database (ORD), a public repository of structured organic reaction records. The task is: describe an organic reaction: reactants, conditions, products, and yield Starting materials: COCCOCCNC(=O)C(NC(=O)OCc1ccccc1)C(C)(C)C, CCO, [H][H]. The product is COCCOCCNC(=O)C(N)C(C)(C)C. As a reaction SMILES: [CH3:1][O:2][CH2:3][CH2:4][O:5][CH2:6][CH2:7][NH:8][C:9]([CH:10]([NH:11][C:12]([O:13][CH2:14][c:15]1[cH:16][cH:17][cH:18][cH:19][cH:20]1)=[O:21])[C:22]([CH3:23])([CH3:24])[CH3:25])=[O:26].[CH3:29][CH2:30][OH:31].[H:27][H:28]>>[CH3:1][O:2][CH2:3][CH2:4][O:5][CH2:6][CH2:7][NH:8][C:9]([CH:10]([NH2:11])[C:22]([CH3:23])([CH3:24])[CH3:25])=[O:26]. Reactants: O1C(=CC=C1)/C(/C(=O)OC(C)(C)C)=C\C1=C(N(C2=CC(=CC(=C12)Cl)Cl)S(=O)(=O)C1=CC=C(C=C1)C)C(=O)OCC ((E)-2-(fur-2-yl)-3-(1-p-toluenesulfonyl-2-carboethoxy-4,6-dichloroindol-3-yl)propenoic acid, t-butyl ester), FC(C(=O)O)(F)F (trifluoroacetic acid). The solvent is ClCCl (dichloromethane). Reaction conditions: time 2 hour. Product: O1C(=CC=C1)/C(/C(=O)O)=C\C1=C(N(C2=CC(=CC(=C12)Cl)Cl)S(=O)(=O)C1=CC=C(C=C1)C)C(=O)OCC ((E)-2-(Fur-2-yl)-3-(1-p-toluenesulfonyl-2-carboethoxy-4,6-dichloroindol-3-yl)propenoic acid). As a reaction SMILES: [O:1]1[CH:5]=[CH:4][CH:3]=[C:2]1/[C:6](=[CH:14]\[C:15]1[C:23]2[C:18](=[CH:19][C:20]([Cl:25])=[CH:21][C:22]=2[Cl:24])[N:17]([S:26]([C:29]2[CH:34]=[CH:33][C:32]([CH3:35])=[CH:31][CH:30]=2)(=[O:28])=[O:27])[C:16]=1[C:36]([O:38][CH2:39][CH3:40])=[O:37])/[C:7]([O:9]C(C)(C)C)=[O:8].FC(F)(F)C(O)=O>ClCCl>[O:1]1[CH:5]=[CH:4][CH:3]=[C:2]1/[C:6](=[CH:14]\[C:15]1[C:23]2[C:18](=[CH:19][C:20]([Cl:25])=[CH:21][C:22]=2[Cl:24])[N:17]([S:26]([C:29]2[CH:30]=[CH:31][C:32]([CH3:35])=[CH:33][CH:34]=2)(=[O:28])=[O:27])[C:16]=1[C:36]([O:38][CH2:39][CH3:40])=[O:37])/[C:7]([OH:9])=[O:8]. Reported procedure: Combine (E)-2-(fur-2-yl)-3-(1-p-toluenesulfonyl-2-carboethoxy-4,6-dichloroindol-3-yl)propenoic acid, t-butyl ester (112 mg, 0.19 mmol) and trifluoroacetic acid (2 mL) in dichloromethane (5 mL). After 2 hours, evaporate in vacuo, add dichloromethane and evaporate in vacuo to give the title compound. Starting materials: CC(C)C[Al](CC(C)C)c1ccccc1 (effective_coupling_partner), CCN(CC)C(=O)Oc1c(C)cccc1C (substrate). Reagents/catalysts: PCy3. Conditions: temperature 110 celsius, time 24 hour. The product is Cc1cccc(C)c1c2ccccc2. The reactants are IC=1C(=CC(=C(C1)C1=CC=NN1C1=C(C=CC=C1)[N+](=O)[O-])OC)OC (5-[5-iodo-2,4-dimethoxyphenyl]1-(2-nitrophenyl)-1H-pyrazole), C(=C)(C)C1=CC=CC=C1 (isopropenylbenzene). Run in CCOCC (ether). Product: C1(=CC=CC=C1)C(CC=1C(=CC(=C(C1)C1=CC=NN1C1=C(C=CC=C1)N)O)O)C (5-{5-(2-phenylpropyl)-2,4-dihydroxyphenyl}-1-(2-aminophenyl)-1H-pyrazole). Reaction SMILES: I[C:2]1[C:3]([O:24]C)=[CH:4][C:5]([O:22]C)=[C:6]([C:8]2[N:12]([C:13]3[CH:18]=[CH:17][CH:16]=[CH:15][C:14]=3[N+:19]([O-])=O)[N:11]=[CH:10][CH:9]=2)[CH:7]=1.[C:26]([C:29]1[CH:34]=[CH:33][CH:32]=[CH:31][CH:30]=1)([CH3:28])=[CH2:27]>CCOCC>[C:29]1([CH:26]([CH3:28])[CH2:27][C:2]2[C:3]([OH:24])=[CH:4][C:5]([OH:22])=[C:6]([C:8]3[N:12]([C:13]4[CH:18]=[CH:17][CH:16]=[CH:15][C:14]=4[NH2:19])[N:11]=[CH:10][CH:9]=3)[CH:7]=2)[CH:34]=[CH:33][CH:32]=[CH:31][CH:30]=1. Procedure details: 12.8 Analogous reaction of 5-[5-iodo-2,4-dimethoxyphenyl]1-(2-nitrophenyl)-1H-pyrazole with isopropenylbenzene, hydrogenation and ether cleavage gives the compound 5-{5-(2-phenylpropyl)-2,4-dihydroxyphenyl}-1-(2-aminophenyl)-1H-pyrazole.